The task is: describe an organic reaction: reactants, conditions, products, and yield. This data is from the Open Reaction Database (ORD), a public repository of structured organic reaction records. Run at temperature 200 celsius, time 30 minute. Solvent: N1=CC=CC2=CC=CC=C12 (quinoline). Reagents/catalysts: [Cu] (Copper). Yield: 87.1%. Procedure details: To a solution of 6-cyano-2-methyl-4H-thieno[3,2-b]pyrrole-5-carboxylic acid (0.54 g) in quinoline (10 mL) was added Copper powder (33 mg), and the mixture was stirred at 200° C. for 30 minutes using microwave reactor. To the reaction solution was added water, and a precipitated insoluble matter was filtered through a Celite pad (registered trademark). The organic layer was separated and the aqueous layer was extracted with ethyl acetate. The combined organic layer was washed with 1 mol/L hydroch... Yields the product C(#N)C=1C2=C(NC1)C=C(S2)C (6-Cyano-2-methyl-4H-thieno[3,2-b]pyrrole). As a reaction SMILES: [C:1]([C:3]1[C:4]2[S:13][C:12]([CH3:14])=[CH:11][C:5]=2[NH:6][C:7]=1C(O)=O)#[N:2].O>N1C2C(=CC=CC=2)C=CC=1.[Cu]>[C:1]([C:3]1[C:4]2[S:13][C:12]([CH3:14])=[CH:11][C:5]=2[NH:6][CH:7]=1)#[N:2]. Starting materials: C(#N)C=1C2=C(NC1C(=O)O)C=C(S2)C (6-cyano-2-methyl-4H-thieno[3,2-b]pyrrole-5-carboxylic acid), O (water). The reactants are S(=O)(Br)Br (thionyl bromide), S(=O)(Br)Br (thionyl bromide), S(=O)(Br)Br (thionyl bromide), C(CCCCCCCCCCCCCCC)(=O)O (palmitic acid). Run in O (water). Reaction conditions: temperature 50 celsius. The product is acyl bromide, C(CCCCCCCCCCCCCCC)(=O)Br (palmitoyl bromide). RXN SMILES: S(Br)([Br:3])=O.[C:5]([OH:22])(=O)[CH2:6][CH2:7][CH2:8][CH2:9][CH2:10][CH2:11][CH2:12][CH2:13][CH2:14][CH2:15][CH2:16][CH2:17][CH2:18][CH2:19][CH3:20]>O>[C:5]([Br:3])(=[O:22])[CH2:6][CH2:7][CH2:8][CH2:9][CH2:10][CH2:11][CH2:12][CH2:13][CH2:14][CH2:15][CH2:16][CH2:17][CH2:18][CH2:19][CH3:20]. Reported procedure: In a dry 2-necked, round bottomed flask, equipped with a magnetic stirrer and fixed with a separatory funnel, containing 7.75 ml (100 mmol) of thionyl bromide, and a water condenser, is placed 12.82 g (50 mmol) of palmitic acid. Addition of the thionyl bromide is completed with heating to about 50° C. over the course of about 50 minutes. When addition of the thionyl bromide is complete the mixture is heated and stirred for an additional hour. The water condenser is then replaced with a distillat... Reactants: Cl.NC(C(=O)O)CN (2,3-diaminopropanoic acid hydrochloride), [OH-].[Na+] (sodium hydroxide), C(=O)(C)C(=O)C (biacetyl). Solvent: CO (methanol). Run at time 30 minute. The product is CC=1N=CC(=NC1C)C(=O)O (5,6-Dimethylpyrazine-2-carboxylic acid). RXN SMILES: Cl.[NH2:2][CH:3]([CH2:7][NH2:8])[C:4]([OH:6])=[O:5].[OH-].[Na+].[C:11]([C:14]([CH3:16])=O)([CH3:13])=O>CO>[CH3:13][C:11]1[N:8]=[CH:7][C:3]([C:4]([OH:6])=[O:5])=[N:2][C:14]=1[CH3:16] |f:0.1,2.3|. Procedure: To a solution of 2,3-diaminopropanoic acid hydrochloride (1 g, 7.11 mmol) in methanol (63 mL) was added sodium hydroxide (1.42 g, 28.4 mmol) at 10° C., and then the mixture was degassed with N2. After 30 min, biacetyl (612 mg, 7.11 mmol) was added and the reaction mixture was stirred at the same temperature for 3 h. Dry air was passed through the reaction mixture for 16 h. The solvent was then removed under reduced pressure, the residue was dissolved in water (7 mL), and the solution was adjuste... Starting materials: C1(CCCC1)C1(CC(CC(O1)=O)=O)CCC1=CC(=C(C=C1)OCC)F (6-Cyclopentyl-6-[2-(4-ethoxy-3-fluoro-phenyl)-ethyl]-dihydro-pyran-2,4-dione), CC1=NC=2N(C(=C1)C)N=C(N2)C=O (5,7-Dimethyl-[1,2,4]triazolo[1,5-α]pyrimidine-2-carbaldehyde). Yields the product C1(CCCC1)C1(CC(=C(C(O1)=O)CC1=NN2C(N=C(C=C2C)C)=N1)O)CCC1=CC(=C(C=C1)OCC)F (6-Cyclopentyl-3-(5,7-dimethyl-[1,2,4]triazolo[1,5-a]pyrimidin-2-ylmethyl)-6-[2-(4-ethoxy-3-fluoro-phenyl)-ethyl]-4-hydroxy-5,6-dihydro-pyran-2-one). RXN SMILES: [CH:1]1([C:6]2([CH2:14][CH2:15][C:16]3[CH:21]=[CH:20][C:19]([O:22][CH2:23][CH3:24])=[C:18]([F:25])[CH:17]=3)[O:11][C:10](=[O:12])[CH2:9][C:8](=[O:13])[CH2:7]2)[CH2:5][CH2:4][CH2:3][CH2:2]1.[CH3:26][C:27]1[CH:32]=[C:31]([CH3:33])[N:30]2[N:34]=[C:35]([CH:37]=O)[N:36]=[C:29]2[N:28]=1>>[CH:1]1([C:6]2([CH2:14][CH2:15][C:16]3[CH:21]=[CH:20][C:19]([O:22][CH2:23][CH3:24])=[C:18]([F:25])[CH:17]=3)[O:11][C:10](=[O:12])[C:9]([CH2:37][C:35]3[N:36]=[C:29]4[N:28]=[C:27]([CH3:26])[CH:32]=[C:31]([CH3:33])[N:30]4[N:34]=3)=[C:8]([OH:13])[CH2:7]2)[CH2:5][CH2:4][CH2:3][CH2:2]1. Procedure: The title compound was prepared by coupling 6-Cyclopentyl-6-[2-(4-ethoxy-3-fluoro-phenyl)-ethyl]-dihydro-pyran-2,4-dione from Step 1 to 5,7-Dimethyl-[1,2,4]triazolo[1,5-α]pyrimidine-2-carbaldehyde using the Me2NHBH3 method described in the synthesis of Example B(31). The reactants are C(C)(=O)O (acetic acid), S(O)(O)(=O)=O (sulfuric acid), O=C1C2=C(OC3=NC=CC=C31)C=CC(=C2)C(=O)C(C(=O)OCC)C(=O)OCC (diethyl 2-(5-oxo-5H-[1]benzopyrano[2,3-b]pyridin-7-yl-carbonyl)malonate). Solvent: O (water), O (water). Product: C(C)(=O)C=1C=CC2=C(C(C=3C(=NC=CC3)O2)=O)C1 (7 -acetyl-5-oxo-5H-[1]benzopyrano[2,3-b]pyridine). RXN SMILES: C(O)(=O)C.S(=O)(=O)(O)O.[O:10]=[C:11]1[C:20]2[C:15](=[N:16][CH:17]=[CH:18][CH:19]=2)[O:14][C:13]2[CH:21]=[CH:22][C:23]([C:25]([CH:27](C(OCC)=O)C(OCC)=O)=[O:26])=[CH:24][C:12]1=2>O>[C:25]([C:23]1[CH:22]=[CH:21][C:13]2[O:14][C:15]3=[N:16][CH:17]=[CH:18][CH:19]=[C:20]3[C:11](=[O:10])[C:12]=2[CH:24]=1)(=[O:26])[CH3:27]. Procedure details: A mixture of 7.5 ml of glacial acetic acid, 0.9 ml of concentrated sulfuric acid, 4.5 ml of water and 4.6 g of diethyl 2-(5-oxo-5H-[1]benzopyrano[2,3-b]pyridin-7-yl-carbonyl)malonate is stirred under reflux for 2 hours. The reaction mixture is poured into 50 ml of cool water. The crystalline precipitate is filtered off, and suspended in water. The suspension is alkalified with 10% sodium hydroxide under ice cooling, and extracted with chloroform. The extract is washed thoroughly with water, drie...